This data is from the Open Reaction Database (ORD), a public repository of structured organic reaction records. The task is: describe an organic reaction: reactants, conditions, products, and yield Starting materials: C1CCOC1, CCOC(C)=O, O=C(Cl)OCc1ccccc1, Cl, Cl, NCCCCCN, [Na+], [OH-]. Yields the product NCCCCCNC(=O)OCc1ccccc1. As a reaction SMILES: [CH2:23]1[O:24][CH2:25][CH2:26][CH2:27]1.[CH3:28][CH2:29][O:30][C:31](=[O:32])[CH3:33].[Cl:12][C:13](=[O:14])[O:15][CH2:16][c:17]1[cH:18][cH:19][cH:20][cH:21][cH:22]1.[ClH:1].[ClH:2].[NH2:3][CH2:4][CH2:5][CH2:6][CH2:7][CH2:8][NH2:9].[Na+:11].[OH-:10]>>[NH:3]([CH2:4][CH2:5][CH2:6][CH2:7][CH2:8][NH2:9])[C:13](=[O:14])[O:15][CH2:16][c:17]1[cH:18][cH:19][cH:20][cH:21][cH:22]1.